This data is from the Open Reaction Database (ORD), a public repository of structured organic reaction records. The task is: describe an organic reaction: reactants, conditions, products, and yield Procedure: Monopalladium(IV) disodium tetrachloride (0.975 g, 3.31 mmol) was added to 8-bromo-3-methyl-1-(oxan-4-yl)imidazo[5,4-c]quinolin-2-one (60.0 g, 165.64 mmol), (6-fluoropyridin-3-yl)boronic acid (25.7 g, 182.21 mmol), K2CO3 (68.7 g, 496.93 mmol) and 3-(di-tert-butylphosphino)propane-1-sulfonic acid (0.445 g, 1.66 mmol) in 1,4-dioxane (400 mL) and water (100 mL) at r.t. under air. The resulting mixture was stirred at 80° C. for 16 h. The reaction mixture was dilated with water and the precipitate co... The product is FC1=CC=C(C=N1)C1=CC=2C3=C(C=NC2C=C1)N(C(N3C3CCOCC3)=O)C (8-(6-Fluoropyridin-3-yl)-3-methyl-1-(oxan-4-yl)imidazo[5,4-c]quinolin-2-one). Reaction conditions: temperature 80 celsius, time 16 hour. RXN SMILES: Br[C:2]1[CH:11]=[CH:10][C:9]2[N:8]=[CH:7][C:6]3[N:12]([CH3:22])[C:13](=[O:21])[N:14]([CH:15]4[CH2:20][CH2:19][O:18][CH2:17][CH2:16]4)[C:5]=3[C:4]=2[CH:3]=1.[F:23][C:24]1[N:29]=[CH:28][C:27](B(O)O)=[CH:26][CH:25]=1.C([O-])([O-])=O.[K+].[K+]>O1CCOCC1.O.[Cl-].[Cl-].[Cl-].[Cl-].[Na].[Na].[Pd+4].C(P(C(C)(C)C)CCCS(O)(=O)=O)(C)(C)C>[F:23][C:24]1[N:29]=[CH:28][C:27]([C:2]2[CH:11]=[CH:10][C:9]3[N:8]=[CH:7][C:6]4[N:12]([CH3:22])[C:13](=[O:21])[N:14]([CH:15]5[CH2:20][CH2:19][O:18][CH2:17][CH2:16]5)[C:5]=4[C:4]=3[CH:3]=2)=[CH:26][CH:25]=1 |f:2.3.4,7.8.9.10.11.12.13,^1:49,50|. The solvent is O1CCOCC1 (1,4-dioxane), O (water), O (water). Starting materials: BrC1=CC=2C3=C(C=NC2C=C1)N(C(N3C3CCOCC3)=O)C (8-bromo-3-methyl-1-(oxan-4-yl)imidazo[5,4-c]quinolin-2-one), FC1=CC=C(C=N1)B(O)O ((6-fluoropyridin-3-yl)boronic acid), C(=O)([O-])[O-].[K+].[K+] (K2CO3). The yield is 95.7%. The reagents and catalysts are [Cl-].[Cl-].[Cl-].[Cl-].[Na].[Na].[Pd+4] (Monopalladium(IV) disodium tetrachloride), C(C)(C)(C)P(CCCS(=O)(=O)O)C(C)(C)C (3-(di-tert-butylphosphino)propane-1-sulfonic acid). The reactants are CCO, CCCCCC=CC(=O)OCC, [Na], S. Product: CCCCCC(S)CC(=O)OCC. RXN SMILES: [CH2:15]([OH:16])[CH3:17].[CH2:2]([CH3:3])[O:4][C:5]([CH:6]=[CH:7][CH2:8][CH2:9][CH2:10][CH2:11][CH3:12])=[O:13].[Na:1].[SH2:14]>>[CH2:2]([CH3:3])[O:4][C:5]([CH2:6][CH:7]([CH2:8][CH2:9][CH2:10][CH2:11][CH3:12])[SH:14])=[O:13]. Starting materials: II (iodine), [Mg] (magnesium), N1(CCC1)C1(CCC2(OCCO2)CC1)C#N (8-Azetidin-1-yl-1,4-dioxaspiro[4,5]decane-8-carbonitrile), BrC=1SC=CC1 (2-bromothiophene), BrC=1SC=CC1 (2-bromothiophene). The solvent is C(C)OCC (diethyl ether), C1CCOC1 (THF), CCOC(=O)C.CCCCCC (EtOAc hexane), C1CCOC1 (THF), C1CCOC1 (THF). Reaction conditions: time 2 hour. Yields the product S1C(=CC=C1)C1(CCC2(OCCO2)CC1)N1CCC1 (1-(8-(Thiophen-2-yl)-1,4-dioxaspiro[4.5]decan-8-yl)azetidine), solid. Isolated yield 68.0%. RXN SMILES: II.[Mg].Br[C:5]1[S:6][CH:7]=[CH:8][CH:9]=1.[N:10]1([C:14]2(C#N)[CH2:23][CH2:22][C:17]3([O:21][CH2:20][CH2:19][O:18]3)[CH2:16][CH2:15]2)[CH2:13][CH2:12][CH2:11]1>C(OCC)C.C1COCC1.CCOC(C)=O.CCCCCC>[S:6]1[CH:7]=[CH:8][CH:9]=[C:5]1[C:14]1([N:10]2[CH2:11][CH2:12][CH2:13]2)[CH2:23][CH2:22][C:17]2([O:18][CH2:19][CH2:20][O:21]2)[CH2:16][CH2:15]1 |f:6.7|. Procedure details: A catalytic amount of iodine was added to magnesium (5.1 g) in 50 ml diethyl ether. After 10 minutes a solution of 2-bromothiophene (5.7 g) in 10 ml THF was added to this reaction mixture. Once the Grignard reaction had started, 2-bromothiophene (15 ml) dissolved in 50 ml THF was added dropwise and on completion of the addition the mixture was stirred for two hours at room temperature. 8-Azetidin-1-yl-1,4-dioxaspiro[4,5]decane-8-carbonitrile (12 g) dissolved in 60 ml THF was added dropwise to th... Reactants: SCCSCCS (2-mercaptoethyl sulfide), N(C1=CC=CC=C1)C1=CC=C(C=C1)NC(C(=C)C)=O (N-(4-anilinophenyl) methacrylamide), [OH-].[K+] (potassium hydroxide). Solvent: C(C)O (ethanol), C(C)O (ethanol). Run at temperature 50 celsius. Yields the product N(C1=CC=CC=C1)C1=CC=C(C=C1)NC(C(CSCCSCCSCC(C(=O)NC1=CC=C(C=C1)NC1=CC=CC=C1)C)C)=O (N,N'-bis(4-anilinophenyl)-2,12-dimethyl-4,7,10-trithiatridecanediamide). Reaction SMILES: [SH:1][CH2:2][CH2:3][S:4][CH2:5][CH2:6][SH:7].[NH:8]([C:15]1[CH:20]=[CH:19][C:18]([NH:21][C:22](=[O:26])[C:23]([CH3:25])=[CH2:24])=[CH:17][CH:16]=1)[C:9]1[CH:14]=[CH:13][CH:12]=[CH:11][CH:10]=1.[OH-:27].[K+]>C(O)C>[NH:8]([C:15]1[CH:16]=[CH:17][C:18]([NH:21][C:22](=[O:26])[CH:23]([CH3:25])[CH2:24][S:1][CH2:2][CH2:3][S:4][CH2:5][CH2:6][S:7][CH2:24][CH:23]([CH3:25])[C:22]([NH:21][C:18]2[CH:19]=[CH:20][C:15]([NH:8][C:9]3[CH:14]=[CH:13][CH:12]=[CH:11][CH:10]=3)=[CH:16][CH:17]=2)=[O:27])=[CH:19][CH:20]=1)[C:9]1[CH:10]=[CH:11][CH:12]=[CH:13][CH:14]=1 |f:2.3|. Procedure details: Sixty-one grams of 2-mercaptoethyl sulfide was added to a solution of 200 grams of N-(4-anilinophenyl) methacrylamide in 2450 milliliters of ethanol. A solution of 5 grams of potassium hydroxide in 50 milliliters of ethanol was then added, and the mixture was heated at 50°C. for 5 hours. Product began to precipitate after about 2 hours. The mixture was then allowed to cool to room temperature and the solid product was filtered off. The product, after drying, weighed 231.5 grams (89 percent of th... Reactants: Cc1ccccc1, COC(=O)C(O)c1cc2c(cc1Cl)OCO2, O=S(Br)Br. Product: COC(=O)C(Br)c1cc2c(cc1Cl)OCO2. Reaction SMILES: [CH3:21][c:22]1[cH:23][cH:24][cH:25][cH:26][cH:27]1.[Cl:5][c:6]1[c:7]([CH:15]([C:16](=[O:17])[O:18][CH3:19])[OH:20])[cH:8][c:9]2[c:10]([cH:14]1)[O:11][CH2:12][O:13]2.[S:1]([Br:2])([Br:3])=[O:4]>>[Br:3][CH:15]([c:7]1[c:6]([Cl:5])[cH:14][c:10]2[c:9]([cH:8]1)[O:13][CH2:12][O:11]2)[C:16](=[O:17])[O:18][CH3:19]. Reported procedure: Sodium hydride (60% dispersion in oil, 0.83 g, 21 mmol) was added to a solution of tert-butyl 4-(2-(6-bromopyridin-2-yl)hydrazono)azepane-1-carboxylate (6.4 g, 17 mmol) in DMF (54 mL) at room temperature under N2 and stirred for 20 min. Methyl iodide (1.1 mL, 18 mmol) was added to the solution, and the resulting solution was stirred for 2 h at ambient temperature. The mixture was quenched with H2O (100 mL). The solution was extracted with EtOAc (2×50 mL). The combined organic extracts were washe... Isolated yield 103.6%. Solvent: CCOC(=O)C (EtOAc), CN(C)C=O (DMF). The product is BrC1=CC=CC(=N1)N(N=C1CCN(CCC1)C(=O)OC(C)(C)C)C (tert-Butyl 4-(2-(6-bromopyridin-2-yl)-2-methylhydrazono)azepane-1-carboxylate). RXN SMILES: [H-].[Na+].[Br:3][C:4]1[N:9]=[C:8]([NH:10][N:11]=[C:12]2[CH2:18][CH2:17][CH2:16][N:15]([C:19]([O:21][C:22]([CH3:25])([CH3:24])[CH3:23])=[O:20])[CH2:14][CH2:13]2)[CH:7]=[CH:6][CH:5]=1.[CH3:26]I>CN(C=O)C.CCOC(C)=O>[Br:3][C:4]1[N:9]=[C:8]([N:10]([CH3:26])[N:11]=[C:12]2[CH2:18][CH2:17][CH2:16][N:15]([C:19]([O:21][C:22]([CH3:25])([CH3:24])[CH3:23])=[O:20])[CH2:14][CH2:13]2)[CH:7]=[CH:6][CH:5]=1 |f:0.1|. Reactants: [H-].[Na+] (Sodium hydride), BrC1=CC=CC(=N1)NN=C1CCN(CCC1)C(=O)OC(C)(C)C (tert-butyl 4-(2-(6-bromopyridin-2-yl)hydrazono)azepane-1-carboxylate), CI (Methyl iodide). Reaction conditions: time 20 minute. Reactants: CC(C)C(CS(=O)(=O)N1CCN(c2ccc(Br)cc2)CC1)C(=O)OC(C)(C)C, CC(C)C(CS(=O)(=O)Cl)C(=O)N1C(=O)OCC1Cc1ccccc1, Clc1ccc(-c2ccc(N3CCNCC3)nc2)cc1, Cl, Cl. The product is CC(C)C(CS(=O)(=O)N1CCN(c2ccc(-c3ccc(Cl)cc3)cn2)CC1)C(=O)N1C(=O)OCC1Cc1ccccc1. RXN SMILES: [C:1]([O:2][C:3](=[O:4])[CH:5]([CH2:6][S:7]([N:8]1[CH2:9][CH2:10][N:11]([c:12]2[cH:13][cH:14][c:15]([Br:16])[cH:17][cH:18]2)[CH2:19][CH2:20]1)(=[O:21])=[O:22])[CH:23]([CH3:24])[CH3:25])([CH3:26])([CH3:27])[CH3:28].[CH2:50]([c:51]1[cH:52][cH:53][cH:54][cH:55][cH:56]1)[CH:57]1[N:58]([C:63]([CH:64]([CH:65]([CH3:66])[CH3:67])[CH2:68][S:69](=[O:70])(=[O:71])[Cl:72])=[O:73])[C:59](=[O:62])[O:60][CH2:61]1.[Cl:31][c:32]1[cH:33][cH:34][c:35](-[c:38]2[cH:39][cH:40][c:41]([N:44]3[CH2:45][CH2:46][NH:47][CH2:48][CH2:49]3)[n:42][cH:43]2)[cH:36][cH:37]1.[ClH:29].[ClH:30]>>[Cl:31][c:32]1[cH:33][cH:34][c:35](-[c:38]2[cH:39][cH:40][c:41]([N:44]3[CH2:45][CH2:46][N:47]([S:69]([CH2:68][CH:64]([C:63]([N:58]4[CH:57]([CH2:50][c:51]5[cH:52][cH:53][cH:54][cH:55][cH:56]5)[CH2:61][O:60][C:59]4=[O:62])=[O:73])[CH:65]([CH3:66])[CH3:67])(=[O:70])=[O:71])[CH2:48][CH2:49]3)[n:42][cH:43]2)[cH:36][cH:37]1. The reactants are COc1ccc(NS(=O)(=O)c2ccc(OCC(=O)OCCS(=O)(=O)c3ccc(C)cc3)c(OCC(=O)OCCS(=O)(=O)c3ccc(C)cc3)c2)c([N+](=O)[O-])c1, O=[Pt]. The product is COc1ccc(NS(=O)(=O)c2ccc(OCC(=O)OCCS(=O)(=O)c3ccc(C)cc3)c(OCC(=O)OCCS(=O)(=O)c3ccc(C)cc3)c2)c(N)c1. As a reaction SMILES: [CH3:1][O:2][c:3]1[cH:4][c:5]([N+:53]([O-:54])=[O:55])[c:6]([NH:9][S:10](=[O:11])(=[O:12])[c:13]2[cH:14][c:15]([O:36][CH2:37][C:38](=[O:39])[O:40][CH2:41][CH2:42][S:43](=[O:44])(=[O:45])[c:46]3[cH:47][cH:48][c:49]([CH3:52])[cH:50][cH:51]3)[c:16]([O:17][CH2:18][C:19](=[O:20])[O:21][CH2:22][CH2:23][S:24](=[O:25])(=[O:26])[c:27]3[cH:28][cH:29][c:30]([CH3:33])[cH:31][cH:32]3)[cH:34][cH:35]2)[cH:7][cH:8]1.[Pt:56]=[O:57]>>[CH3:1][O:2][c:3]1[cH:4][c:5]([NH2:53])[c:6]([NH:9][S:10](=[O:11])(=[O:12])[c:13]2[cH:14][c:15]([O:36][CH2:37][C:38](=[O:39])[O:40][CH2:41][CH2:42][S:43](=[O:44])(=[O:45])[c:46]3[cH:47][cH:48][c:49]([CH3:52])[cH:50][cH:51]3)[c:16]([O:17][CH2:18][C:19](=[O:20])[O:21][CH2:22][CH2:23][S:24](=[O:25])(=[O:26])[c:27]3[cH:28][cH:29][c:30]([CH3:33])[cH:31][cH:32]3)[cH:34][cH:35]2)[cH:7][cH:8]1.